This data is from the Open Reaction Database (ORD), a public repository of structured organic reaction records. The task is: describe an organic reaction: reactants, conditions, products, and yield Reactants: ClC=1N=NC2=C(N1)C=CC(=C2)Cl (3,7-dichlorobenzo-1,2,4-triazine), [C-]#N.[Na+] (sodium cyanide), C(C)O (ethanol). The product is C(C)OC=1N=NC2=C(N1)C=CC(=C2)Cl (3-ethoxy-7-chloro-benzo-1,2,4-triazine). As a reaction SMILES: Cl[C:2]1[N:3]=[N:4][C:5]2[CH:11]=[C:10]([Cl:12])[CH:9]=[CH:8][C:6]=2[N:7]=1.[C-]#N.[Na+].[CH2:16]([OH:18])[CH3:17]>>[CH2:16]([O:18][C:2]1[N:3]=[N:4][C:5]2[CH:11]=[C:10]([Cl:12])[CH:9]=[CH:8][C:6]=2[N:7]=1)[CH3:17] |f:1.2|. Procedure details: A suspension of 20.2 g (0.1 mole) of 3,7-dichlorobenzo-1,2,4-triazine and 12.2 g (0.25 mole) of sodium cyanide in 200 ml of ethanol was boiled under reflux for 2 hours. The salts were filtered off and the filtrate was evaporated in vacuo. The residue was stirred with water and cooled in ice for some time. The crystallized mass was filtered off and recrystallized from wash benzine. 17.6 g, that is to say 84% of theory, of 3-ethoxy-7-chloro-benzo-1,2,4-triazine with a melting point of 90°-92° C we... The reactants are O=C(OC1OCC(CN(Cc2ccccc2)Cc2ccccc2)C1c1ccccc1)c1cc(C(F)(F)F)cc(C(F)(F)F)c1, CCOC(C)=O, C1CCOC1, O. Product: C=C(OC1OCC(CN(Cc2ccccc2)Cc2ccccc2)C1c1ccccc1)c1cc(C(F)(F)F)cc(C(F)(F)F)c1. As a reaction SMILES: [CH2:1]([c:2]1[cH:3][cH:4][cH:5][cH:6][cH:7]1)[N:8]([CH2:9][c:10]1[cH:11][cH:12][cH:13][cH:14][cH:15]1)[CH2:16][CH:17]1[CH:18]([c:39]2[cH:40][cH:41][cH:42][cH:43][cH:44]2)[CH:19]([O:22][C:23]([c:24]2[cH:25][c:26]([C:34]([F:35])([F:36])[F:37])[cH:27][c:28]([C:30]([F:31])([F:32])[F:33])[cH:29]2)=[O:38])[O:20][CH2:21]1.[CH3:46][CH2:47][O:48][C:49](=[O:50])[CH3:51].[O:52]1[CH2:53][CH2:54][CH2:55][CH2:56]1.[OH2:45]>>[CH2:1]([c:2]1[cH:3][cH:4][cH:5][cH:6][cH:7]1)[N:8]([CH2:9][c:10]1[cH:11][cH:12][cH:13][cH:14][cH:15]1)[CH2:16][CH:17]1[CH:18]([c:39]2[cH:40][cH:41][cH:42][cH:43][cH:44]2)[CH:19]([O:22][C:23]([c:24]2[cH:25][c:26]([C:34]([F:35])([F:36])[F:37])[cH:27][c:28]([C:30]([F:31])([F:32])[F:33])[cH:29]2)=[CH2:46])[O:20][CH2:21]1. Reactants: C(C)(C)(C)OC(NC1=CC=C(C=C1)CN1S(N(C(C1)=O)CC1=C(C=C(C=C1)OC)OC)(=O)=O)=O ({4-[5-(2,4-dimethoxybenzyl)-1,1,4-trioxo-1,2,5-thiadiazolidin-2-ylmethyl]phenyl}carbamic acid t-butyl ester), C(=O)(C(F)(F)F)O (TFA). Solvent: C(Cl)Cl (CH2Cl2). Reaction conditions: time 8 hour. Yields the product OC(=O)C(F)(F)F.NC1=CC=C(CN2CC(NS2(=O)=O)=O)C=C1 (5-(4-amino-benzyl)-1,1-dioxo-1,2,5-thiadiazolidin-3-one TFA salt). Reaction SMILES: C(OC(=O)[NH:7][C:8]1[CH:13]=[CH:12][C:11]([CH2:14][N:15]2[CH2:19][C:18](=[O:20])[N:17](CC3C=CC(OC)=CC=3OC)[S:16]2(=[O:33])=[O:32])=[CH:10][CH:9]=1)(C)(C)C.[C:35]([OH:41])([C:37]([F:40])([F:39])[F:38])=[O:36]>C(Cl)Cl>[OH:41][C:35]([C:37]([F:40])([F:39])[F:38])=[O:36].[NH2:7][C:8]1[CH:13]=[CH:12][C:11]([CH2:14][N:15]2[S:16](=[O:33])(=[O:32])[NH:17][C:18](=[O:20])[CH2:19]2)=[CH:10][CH:9]=1 |f:3.4|. Procedure: To a solution of the title C compound, {4-[5-(2,4-dimethoxybenzyl)-1,1,4-trioxo-1,2,5-thiadiazolidin-2-ylmethyl]phenyl}carbamic acid t-butyl ester (20 mg, 0.041 mmol) in CH2Cl2 (1 mL) is added TFA (1 mL). The reaction is stirred at RT overnight. Upon addition the reaction becomes light pink colored, progressing to deep purple after overnight. The solvent is evaporated and the residue is taken up in 2 mL of MeCN/water (50/50). This is filtered through a 0.2 micron PTFE membrane filter and the fil... The reactants are CCc1nc(-c2ccc(Cl)cc2Cl)c(CC)nc1Br, CCc1cnc(CC)c(NC2c3ccccc3CC2O)n1, CCC1CCc2sccc2C1N. Product: CCc1nc(-c2ccc(Cl)cc2Cl)c(CC)nc1NC1c2ccsc2CCC1CC. RXN SMILES: [Br:34][c:35]1[n:36][c:37]([CH2:51][CH3:52])[c:38](-[c:43]2[c:44]([Cl:50])[cH:45][c:46]([Cl:49])[cH:47][cH:48]2)[n:39][c:40]1[CH2:41][CH3:42].[CH2:1]([c:2]1[c:3]([NH:4][CH:5]2[c:6]3[c:7]([cH:8][cH:9][cH:10][cH:11]3)[CH2:12][CH:13]2[OH:14])[n:15][c:16]([CH2:17][CH3:18])[cH:19][n:20]1)[CH3:21].[CH2:22]([CH3:23])[CH:24]1[CH2:25][CH2:26][c:27]2[c:28]([cH:29][cH:30][s:31]2)[CH:32]1[NH2:33]>>[CH2:22]([CH3:23])[CH:24]1[CH2:25][CH2:26][c:27]2[c:28]([cH:29][cH:30][s:31]2)[CH:32]1[NH:33][c:35]1[n:36][c:37]([CH2:51][CH3:52])[c:38](-[c:43]2[c:44]([Cl:50])[cH:45][c:46]([Cl:49])[cH:47][cH:48]2)[n:39][c:40]1[CH2:41][CH3:42]. Solvent: CO (MeOH). Procedure details: tert-Butyl 4-(2-([1,2,4]triazolo[4,3-a]pyridin-3-yl)-6-fluoroquinolin-8-yloxy)-3,3-difluoropiperidine-1-carboxylate (0.072 g, 0.144 mmol) was dissolved in MeOH (0.72 mL) and treated with 4.0 M HCl in dioxane (0.360 mL, 1.44 mmol), then stirred at ambient temperature for 2 hours. The reaction mixture was concentrated in vacuo. The residue was taken up in MeOH and concentrated three times. The residue was chromatographed on SiO2 eluting with a gradient of 2% NH4OH in isopropanol/methylene chloride... The reactants are N=1N=C(N2C1C=CC=C2)C2=NC1=C(C=C(C=C1C=C2)F)OC2C(CN(CC2)C(=O)OC(C)(C)C)(F)F (tert-Butyl 4-(2-([1,2,4]triazolo[4,3-a]pyridin-3-yl)-6-fluoroquinolin-8-yloxy)-3,3-difluoropiperidine-1-carboxylate), Cl (HCl), CCOCC (ether), Cl (HCl), O1CCOCC1 (dioxane). RXN SMILES: [N:1]1[N:2]=[C:3]([C:10]2[CH:19]=[CH:18][C:17]3[C:12](=[C:13]([O:21][CH:22]4[CH2:27][CH2:26][N:25](C(OC(C)(C)C)=O)[CH2:24][C:23]4([F:36])[F:35])[CH:14]=[C:15]([F:20])[CH:16]=3)[N:11]=2)[N:4]2[CH:9]=[CH:8][CH:7]=[CH:6][C:5]=12.[ClH:37].O1CCOCC1.CCOCC>CO>[ClH:37].[ClH:37].[N:1]1[N:2]=[C:3]([C:10]2[CH:19]=[CH:18][C:17]3[C:12](=[C:13]([O:21][CH:22]4[CH2:27][CH2:26][NH:25][CH2:24][C:23]4([F:36])[F:35])[CH:14]=[C:15]([F:20])[CH:16]=3)[N:11]=2)[N:4]2[CH:9]=[CH:8][CH:7]=[CH:6][C:5]=12 |f:5.6.7|. The product is Cl.Cl.N=1N=C(N2C1C=CC=C2)C2=NC1=C(C=C(C=C1C=C2)F)OC2C(CNCC2)(F)F (2-([1,2,4]triazolo[4,3-a]pyridin-3-yl)-8-(3,3-difluoropiperidin-4-yloxy)-6-fluoroquinoline dihydrochloride salt). Conditions: time 2 hour. Reactants: C1=CC(=C(C=C1N)N)O.Cl.Cl (2,4-diaminophenol.2HCl), C1(=CC=CC2=CC=CC=C12)C(=O)O (naphthalene-1-carboxylic acid), [OH-].[Na+] (NaOH). The solvent is polyphosphoric acid. Conditions: temperature 180 celsius, time 3.5 hour. The product is C1(=CC=CC2=CC=CC=C12)C=1OC2=C(N1)C=C(C=C2)N (2-(naphthalene-1-yl)benzo[d]oxazole-5-amine). The yield is 76.8%. Reaction SMILES: [CH:1]1[C:6]([NH2:7])=[CH:5][C:4]([NH2:8])=[C:3]([OH:9])[CH:2]=1.Cl.Cl.[C:12]1([C:22](O)=O)[C:21]2[C:16](=[CH:17][CH:18]=[CH:19][CH:20]=2)[CH:15]=[CH:14][CH:13]=1.[OH-].[Na+]>>[C:12]1([C:22]2[O:9][C:3]3[CH:2]=[CH:1][C:6]([NH2:7])=[CH:5][C:4]=3[N:8]=2)[C:21]2[C:16](=[CH:17][CH:18]=[CH:19][CH:20]=2)[CH:15]=[CH:14][CH:13]=1 |f:0.1.2,4.5|. Procedure: 8 mmol of 2,4-diaminophenol.2HCl and 8 mmol of naphthalene-1-carboxylic acid were dissolved in 10 g of polyphosphoric acid (PPA), and then, the mixed solution was stirred at a temperature of 180° C. for 3 to 4 hours. After completion of the reaction, the reaction solution was cooled, neutralized with 10% NaOH, and filtered by using distilled water for recrystallization in a slow manner, thereby obtaining 1.6 g of 2-(naphthalene-1-yl)benzo[d]oxazole-5-amine (Derivative #2) (yield: 77%). The reactants are ClC=1C=C(CCl)C=CC1Cl (3,4-dichlorobenzyl chloride), CCOC(=O)N1CCNCC1 (ethyl N-piperazinocarboxylate), C([O-])([O-])=O.[Na+].[Na+] (sodium carbonate), [OH-].[K+] (potassium hydroxide). Run in C=1(C(=CC=CC1)C)C (xylene), C(C)O (ethanol). Conditions: time 16 hour. Yields the product ClC=1C=C(CN2CCNCC2)C=CC1Cl (1-(3,4-dichlorobenzyl)piperazine). Isolated yield 19.0%. As a reaction SMILES: [Cl:1][C:2]1[CH:3]=[C:4]([CH:7]=[CH:8][C:9]=1[Cl:10])[CH2:5]Cl.CCOC([N:16]1[CH2:21][CH2:20][NH:19][CH2:18][CH2:17]1)=O.C(=O)([O-])[O-].[Na+].[Na+].[OH-].[K+]>C(O)C.C1(C)C(C)=CC=CC=1>[Cl:1][C:2]1[CH:3]=[C:4]([CH:7]=[CH:8][C:9]=1[Cl:10])[CH2:5][N:16]1[CH2:21][CH2:20][NH:19][CH2:18][CH2:17]1 |f:2.3.4,5.6|. Reported procedure: A mixture of 39.0 g (0.2 moles) of 3,4-dichlorobenzyl chloride, 31.6 g (0.2 moles) of ethyl N-piperazinocarboxylate, 22.0 g (0.21 moles) of anhydrous sodium carbonate and 200 ml of xylene was refluxed for 3 hours using a Dean-Stark trap. Then the mixture was stirred at room temperature for 16 hours, filtered and washed with xylene. The filtrate was evaporated in vacuo and gave a syrup. A 750 ml amount of 4N potassium hydroxide in 95% ethanol was added to the syrup and the mixture was refluxed fo... Reactants: BrC1=CC(=C(C(=O)O)C=C1)F (4-bromo-2-fluorobenzoic acid), CC(CN)C (2-methyl-1-propanamine). The product is BrC1=CC(=C(C(=O)NCC(C)C)C=C1)F (4-bromo-2-fluoro-N-(2-methylpropyl)-benzamide). Reaction SMILES: [Br:1][C:2]1[CH:10]=[CH:9][C:5]([C:6]([OH:8])=O)=[C:4]([F:11])[CH:3]=1.[CH3:12][CH:13]([CH3:16])[CH2:14][NH2:15]>>[Br:1][C:2]1[CH:10]=[CH:9][C:5]([C:6]([NH:15][CH2:14][CH:13]([CH3:16])[CH3:12])=[O:8])=[C:4]([F:11])[CH:3]=1. Procedure details: The sub-title compound was prepared by the method of example 18 step a) using 4-bromo-2-fluorobenzoic acid and 2-methyl-1-propanamine. Starting materials: ClC1=CC=C(C(CC(=O)O)=C1)C(=O)O (5-chlorohomophthalic acid). Solvent: C(C)(=O)OC(C)=O (acetic anhydride). Product: ClC1=CC=C2C(CC(=O)OC2=O)=C1 (5-chlorohomophthalic anhydride). Reaction SMILES: [Cl:1][C:2]1[CH:11]=[C:6]([CH2:7][C:8]([OH:10])=O)[C:5]([C:12]([OH:14])=[O:13])=[CH:4][CH:3]=1>C(OC(=O)C)(=O)C>[Cl:1][C:2]1[CH:11]=[C:6]2[CH2:7][C:8]([O:14][C:12](=[O:13])[C:5]2=[CH:4][CH:3]=1)=[O:10]. Procedure: The starting material is prepared as follows. The mixture of 6.2 g of 5-chlorohomophthalic acid and 70 ml of acetic anhydride is refluxed for 1/2 hour and evaporated. The residue is washed with chloroform, carbon tetrachloride and dryed to yield the 5-chlorohomophthalic anhydride melting at 170°-173°.